From a dataset of the Open Reaction Database (ORD), a public repository of structured organic reaction records. describe an organic reaction: reactants, conditions, products, and yield Starting materials: C=CCN, O=C=NCCCl, O=CC(O)C(O)C(O)C(O)CO. Yields the product C=CCN(C(=O)NCCCl)C1OC(CO)C(O)C(O)C1O. As a reaction SMILES: [CH2:13]([CH:14]=[CH2:15])[NH2:16].[Cl:17][CH2:18][CH2:19][N:20]=[C:21]=[O:22].[O:1]=[CH:2][CH:3]([OH:4])[CH:5]([OH:6])[CH:7]([OH:8])[CH:9]([OH:10])[CH2:11][OH:12]>>[CH:2]1([N:16]([CH2:13][CH:14]=[CH2:15])[C:21]([NH:20][CH2:19][CH2:18][Cl:17])=[O:22])[CH:3]([OH:4])[CH:5]([OH:6])[CH:7]([OH:8])[CH:9]([CH2:11][OH:12])[O:10]1. Yields the product C=CCN1c2ccc3nc(OC(C)C)cc(C(F)(F)F)c3c2OCC1CC. Starting materials: CCC1COc2c(ccc3nc(OC(C)C)cc(C(F)(F)F)c23)N1, C=CCBr, CCCCCC, CCOC(C)=O, [K+], [K+], O=C([O-])[O-], CN(C)C=O, O. RXN SMILES: [CH2:1]([CH3:2])[CH:3]1[NH:4][c:5]2[c:6]([c:7]3[c:8]([C:19]([F:20])([F:21])[F:22])[cH:9][c:10]([O:15][CH:16]([CH3:17])[CH3:18])[n:11][c:12]3[cH:13][cH:14]2)[O:23][CH2:24]1.[CH2:31]([CH:32]=[CH2:33])[Br:34].[CH3:41][CH2:42][CH2:43][CH2:44][CH2:45][CH3:46].[CH3:47][CH2:48][O:49][C:50]([CH3:51])=[O:52].[K+:25].[K+:26].[O-:27][C:28]([O-:29])=[O:30].[O:36]=[CH:37][N:38]([CH3:39])[CH3:40].[OH2:35]>>[CH2:1]([CH3:2])[CH:3]1[N:4]([CH2:33][CH:32]=[CH2:31])[c:5]2[c:6]([c:7]3[c:8]([C:19]([F:20])([F:21])[F:22])[cH:9][c:10]([O:15][CH:16]([CH3:17])[CH3:18])[n:11][c:12]3[cH:13][cH:14]2)[O:23][CH2:24]1. Reactants: CN(C=O)C (Dimethylformamide), O=C(OC(Cl)(Cl)Cl)Cl (diphosgene), C(C1=CC=CC=C1)N(C(C)=O)C=CC (N-benzyl-N-(1-Propenyl)acetamide). Conditions: temperature 75 celsius, time 2 hour. Product: ClC1=NC=C(C=C1C=O)C (2-chloro-5-methylpyridine-3-carbaldehyde). Isolated yield 93.4%. RXN SMILES: CN(C)C=[O:4].O=[C:7]([Cl:13])OC(Cl)(Cl)Cl.[CH2:14]([N:21](C=CC)C(=O)C)[C:15]1[CH:20]=C[CH:18]=[CH:17][CH:16]=1>>[Cl:13][C:7]1[C:17]([CH:18]=[O:4])=[CH:16][C:15]([CH3:20])=[CH:14][N:21]=1. Reported procedure: Dimethylformamide (13.54 g, 0.185 moles) was added to a well stirred and cooled material of diphosgene (36.64 g, 0.185 moles) at 4° C. in 30 minutes in an ice bath followed by N-benzyl-N-(1-Propenyl)acetamide (5 g, 0.026 moles) at the same temperature. The reaction mixture was further continued for 2 hours at 25° C. The ice cold bath was removed and heated to 75° C. for 5 hours. The orange-yellow coloured organic mass was poured in ice cold water (200 g) with stirring. The mass was extracted wit... Starting materials: CC(C)(C)OC(=O)NCc1ccc(Br)c(F)c1, CC(C)(C)CC=O, CCOCC, [Li]CCCC. Yields the product CC(C)(C)CC(O)c1ccc(CNC(=O)OC(C)(C)C)cc1F. As a reaction SMILES: [Br:6][c:7]1[c:8]([F:22])[cH:9][c:10]([CH2:11][NH:12][C:13](=[O:14])[O:15][C:16]([CH3:17])([CH3:18])[CH3:19])[cH:20][cH:21]1.[CH3:23][C:24]([CH2:25][CH:26]=[O:27])([CH3:28])[CH3:29].[CH3:30][CH2:31][O:32][CH2:33][CH3:34].[Li:1][CH2:2][CH2:3][CH2:4][CH3:5]>>[c:7]1([CH:26]([CH2:25][C:24]([CH3:23])([CH3:28])[CH3:29])[OH:27])[c:8]([F:22])[cH:9][c:10]([CH2:11][NH:12][C:13](=[O:14])[O:15][C:16]([CH3:17])([CH3:18])[CH3:19])[cH:20][cH:21]1. Reaction SMILES: [CH:1]1[C:2]([C:10]([O:12][CH3:13])=[O:11])=[CH:3][N:4]2[C:9]=1[CH:8]=[CH:7][CH:6]=[CH:5]2.[C:14]([O-])(=[O:16])[CH3:15].[Na+]>C(OC(=O)C)(=O)C>[C:14]([C:3]1[N:4]2[C:9]([CH:8]=[CH:7][CH:6]=[CH:5]2)=[CH:1][C:2]=1[C:10]([O:12][CH3:13])=[O:11])(=[O:16])[CH3:15] |f:1.2|. Reported procedure: A stirred solution of 2-indolizinecarboxylic acid, methyl ester (91.42 g, 0.522 mole) and anhydrous sodium acetate (42.53 g, 0.52 mole) in acetic anhydride (1.1 L) was refluxed, under anhydrous conditions, for 48 hours. After cooling most of the acetic anhydride was evaporated in vacuo. The resulting residue (150 ml) was cooled in an ice water bath and methanol (140 ml) was added to destroy the remaining acetic anhydride. The resulting mixture was poured into water (1.1 L) and the product was ex... Yield: 99.2%. The reactants are C=1C(=CN2C=CC=CC12)C(=O)OC (2-indolizinecarboxylic acid, methyl ester), C(C)(=O)[O-].[Na+] (sodium acetate). Run in C(C)(=O)OC(C)=O (acetic anhydride), C(C)(=O)OC(C)=O (acetic anhydride). Yields the product C(C)(=O)C1=C(C=C2C=CC=CN12)C(=O)OC (3-acetyl-2-indolizinecarboxylic acid, methyl ester).